From a dataset of the Open Reaction Database (ORD), a public repository of structured organic reaction records. describe an organic reaction: reactants, conditions, products, and yield RXN SMILES: [C:23](=[S:24])([n:25]1[cH:26][cH:27][n:28][cH:29]1)[n:30]1[cH:31][cH:32][n:33][cH:34]1.[CH3:35][O:36][CH2:37][CH2:38][O:39][CH3:40].[N+:1]([O-:2])(=[O:3])[c:4]1[c:5]([N:10]2[NH:11][CH2:12][CH2:13][N:14]([c:17]3[cH:18][cH:19][cH:20][cH:21][cH:22]3)[CH2:15][CH2:16]2)[cH:6][cH:7][cH:8][cH:9]1>>[NH:1]1[c:4]2[c:5]([cH:6][cH:7][cH:8][cH:9]2)[N:10]2[N:11]([CH2:12][CH2:13][N:14]([c:17]3[cH:18][cH:19][cH:20][cH:21][cH:22]3)[CH2:15][CH2:16]2)[C:23]1=[S:24]. Starting materials: S=C(n1ccnc1)n1ccnc1, COCCOC, O=[N+]([O-])c1ccccc1N1CCN(c2ccccc2)CCN1. Product: S=C1Nc2ccccc2N2CCN(c3ccccc3)CCN12. Reactants: COCCOC=1C=C(C=NC1)OC[C@H]1N(CCC1)C (5-methoxyethoxy-3-(1-methyl-2-(S)-pyrrolidinylmethoxy)pyridine), Cl (HCl). Solvent: C(Cl)Cl (CH2Cl2), CCOCC (Et2O). Conditions: time 2 hour. The product is Cl.Cl.COCCOC=1C=C(C=NC1)OC[C@H]1N(CCC1)C (5-Methoxyethoxy-3-(1-methyl-2-(S)-pyrrolidinylmethoxy)pyridine dihydrochloride). Yield: 95.0%. As a reaction SMILES: [CH3:1][O:2][CH2:3][CH2:4][O:5][C:6]1[CH:7]=[C:8]([O:12][CH2:13][C@@H:14]2[CH2:18][CH2:17][CH2:16][N:15]2[CH3:19])[CH:9]=[N:10][CH:11]=1.[ClH:20]>C(Cl)Cl.CCOCC>[ClH:20].[ClH:20].[CH3:1][O:2][CH2:3][CH2:4][O:5][C:6]1[CH:7]=[C:8]([O:12][CH2:13][C@@H:14]2[CH2:18][CH2:17][CH2:16][N:15]2[CH3:19])[CH:9]=[N:10][CH:11]=1 |f:4.5.6|. Reported procedure: To 5-methoxyethoxy-3-(1-methyl-2-(S)-pyrrolidinylmethoxy)pyridine from step 198a (300 mg, 1.12 mmol) in CH2Cl2 at 0° C. was added a solution of HCl in Et2O, and the solution was stirred for 2 h. Solvent was removed and the residue was recrystallized from EtOH/Et2O to afford the title compound (225 mg, 95%): mp 196-197° C.; [α]25D +25.4° (c 0.61, MeOH); 1H NMR (D2O, 300 MHz) δ 2.05-2.15 (m, 4H), 2.65 (m, 1H), 3.00 (s, 3H), 3.65 (s, 3H), 3.72 (t, 2H, J=6.0 Hz), 3.85 (t, 2H, J=6.0 Hz), 4.25 (m, 1H)...